describe an organic reaction: reactants, conditions, products, and yield From a dataset of the Open Reaction Database (ORD), a public repository of structured organic reaction records. Starting materials: FC1=C(C(=O)Cl)C(=CC=C1)F (2,6-difluorobenzoyl chloride), C(C)NCC(C(F)(F)F)(O)CNC1=C2C=NN(C2=CC(=C1)C)C1=CC=C(C=C1)F (3-(ethylamino)-1,1,1-trifluoro-2-({[1-(4-fluorophenyl)-6-methyl-1H-indazol-4-yl]amino}methyl)-2-propanol). The product is C(C)N(C(C1=C(C=CC=C1F)F)=O)CC(C(F)(F)F)(O)CNC1=C2C=NN(C2=CC(=C1)C)C1=CC=C(C=C1)F (N-ethyl-2,6-difluoro-N-[3,3,3-trifluoro-2-({[1-(4-fluorophenyl)-6-methyl-1H-indazol-4-yl]amino}methyl)-2-hydroxypropyl]benzamide). As a reaction SMILES: [F:1][C:2]1[CH:10]=[CH:9][CH:8]=[C:7]([F:11])[C:3]=1[C:4](Cl)=[O:5].[CH2:12]([NH:14][CH2:15][C:16]([CH2:22][NH:23][C:24]1[CH:32]=[C:31]([CH3:33])[CH:30]=[C:29]2[C:25]=1[CH:26]=[N:27][N:28]2[C:34]1[CH:39]=[CH:38][C:37]([F:40])=[CH:36][CH:35]=1)([OH:21])[C:17]([F:20])([F:19])[F:18])[CH3:13]>>[CH2:12]([N:14]([CH2:15][C:16]([CH2:22][NH:23][C:24]1[CH:32]=[C:31]([CH3:33])[CH:30]=[C:29]2[C:25]=1[CH:26]=[N:27][N:28]2[C:34]1[CH:35]=[CH:36][C:37]([F:40])=[CH:38][CH:39]=1)([OH:21])[C:17]([F:19])([F:20])[F:18])[C:4](=[O:5])[C:3]1[C:2]([F:1])=[CH:10][CH:9]=[CH:8][C:7]=1[F:11])[CH3:13]. Procedure: Prepared similarly to Example 48 from 2,6-difluorobenzoyl chloride and 3-(ethylamino)-1,1,1-trifluoro-2-({[1-(4-fluorophenyl)-6-methyl-1H-indazol-4-yl]amino}methyl)-2-propanol.